Dataset: the Open Reaction Database (ORD), a public repository of structured organic reaction records. Task: describe an organic reaction: reactants, conditions, products, and yield Reactants: CNCC(C)N1C2=CC=CC=C2SC=2C=CC=C(C12)C#N (10-[(2RS)-1-methylamino-2-propyl]-phenothiazinecarbonitrile), IC(C)C (2-iodopropane), C(O)([O-])=O.[Na+] (sodium hydrogen carbonate), CN(C=O)C (dimethylformamide). The solvent is C(C)(=O)OCC (ethyl acetate). Run at temperature 140 celsius. Product: CN(C(C)C)CC(C)N1C2=CC=CC=C2SC=2C=CC(=CC12)C#N (10-{(2RS)-1-[N-Methyl-N-(1-methylethyl) amino]-2-propyl}-2-phenothiazinecarbonitrile). As a reaction SMILES: [CH3:1][NH:2][CH2:3][CH:4]([N:6]1[C:19]2[C:18](C#N)=[CH:17][CH:16]=[CH:15][C:14]=2[S:13][C:12]2[C:7]1=[CH:8][CH:9]=[CH:10][CH:11]=2)[CH3:5].I[CH:23]([CH3:25])[CH3:24].C(=O)([O-])O.[Na+].[CH3:31][N:32](C)C=O>C(OCC)(=O)C>[CH3:1][N:2]([CH2:3][CH:4]([N:6]1[C:19]2[CH:18]=[C:17]([C:31]#[N:32])[CH:16]=[CH:15][C:14]=2[S:13][C:12]2[C:7]1=[CH:8][CH:9]=[CH:10][CH:11]=2)[CH3:5])[CH:23]([CH3:25])[CH3:24] |f:2.3|. Procedure: A mixture of 10-[(2RS)-1-methylamino-2-propyl]-phenothiazinecarbonitrile (4.55 g), 2-iodopropane (2 cc) and sodium hydrogen carbonate (1.9 g) in dry dimethylformamide (45.5 cc) is heated for 6 hours to a temperature in the region of 140° C. After cooling, the reaction mixture is diluted with ethyl acetate (200 cc), washed with distilled water (4×30 cc), dried over magnesium sulphate, filtered and concentrated to dryness under reduced pressure (30 mm Hg; 4 kPa) at 40° C. The oily yellow residue i... Reactants: COC(=O)C1=CC(=NS1)OCC=1C(=NOC1C)C1=NC=C(C=C1)F (3-[3-(5-fluoro-pyridin-2-yl)-5-methyl-isoxazol-4-ylmethoxy]-isothiazole-5-carboxylic acid methyl ester), C(O)CN (ethanolamine). The product is C(C)(C)N (isopropyl amine), OCCNC(=O)C1=CC(=NS1)OCC=1C(=NOC1C)C1=NC=C(C=C1)F (3-[3-(5-Fluoro-pyridin-2-yl)-5-methyl-isoxazol-4-ylmethoxy]-isothiazole-5-carboxylic acid (2-hydroxy-ethyl)-amide). Isolated yield 141.5%. RXN SMILES: CO[C:3]([C:5]1[S:9][N:8]=[C:7]([O:10][CH2:11][C:12]2[C:13]([C:18]3[CH:23]=[CH:22][C:21]([F:24])=[CH:20][N:19]=3)=[N:14][O:15][C:16]=2[CH3:17])[CH:6]=1)=[O:4].[CH2:25]([CH2:27][NH2:28])[OH:26]>>[CH:13]([NH2:14])([CH3:18])[CH3:12].[OH:26][CH2:25][CH2:27][NH:28][C:3]([C:5]1[S:9][N:8]=[C:7]([O:10][CH2:11][C:12]2[C:13]([C:18]3[CH:23]=[CH:22][C:21]([F:24])=[CH:20][N:19]=3)=[N:14][O:15][C:16]=2[CH3:17])[CH:6]=1)=[O:4]. Reported procedure: As described for example 38b, 3-[3-(5-fluoro-pyridin-2-yl)-5-methyl-isoxazol-4-ylmethoxy]-isothiazole-5-carboxylic acid methyl ester (120 mg, 0.34 mmol), was converted, using ethanolamine (25 mg, 0.41 mmol), instead of isopropyl amine, to the title compound (91 mg, 70%) which was obtained as a white solid after purification by chromatography (silica, dichloromethane:methanol=97.5:2.5 to 9:1). MS: m/e=379.3 [M+H]+. RXN SMILES: [C:1]([CH3:2])(=[O:3])[c:4]1[cH:5][cH:6][c:7]([S:10](=[O:11])(=[O:12])[NH2:13])[cH:8][cH:9]1.[CH3:14][O:15][c:16]1[cH:17][c:18]([O:29][CH2:30][c:31]2[n:32][n:33][n:34][nH:35]2)[c:19]([CH:20]=[O:21])[cH:22][c:23]1-[c:24]1[s:25][cH:26][cH:27][cH:28]1>>[C:1]([CH:2]=[CH:20][c:19]1[c:18]([O:29][CH2:30][c:31]2[nH:32][n:33][n:34][n:35]2)[cH:17][c:16]([O:15][CH3:14])[c:23](-[c:24]2[s:25][cH:26][cH:27][cH:28]2)[cH:22]1)(=[O:3])[c:4]1[cH:5][cH:6][c:7]([S:10](=[O:11])(=[O:12])[NH2:13])[cH:8][cH:9]1. Reactants: CC(=O)c1ccc(S(N)(=O)=O)cc1, COc1cc(OCc2nnn[nH]2)c(C=O)cc1-c1cccs1. Yields the product COc1cc(OCc2nnn[nH]2)c(C=CC(=O)c2ccc(S(N)(=O)=O)cc2)cc1-c1cccs1. Starting materials: [Al+3], C1CCOC1, [H-], [H-], [H-], [H-], [Li+], O=C(O)c1csc2ccccc12. Yields the product O=Cc1csc2ccccc12. As a reaction SMILES: [Al+3:2].[CH2:19]1[O:20][CH2:21][CH2:22][CH2:23]1.[H-:1].[H-:4].[H-:5].[H-:6].[Li+:3].[s:7]1[cH:8][c:9]([C:16](=[O:17])[OH:18])[c:10]2[c:11]1[cH:12][cH:13][cH:14][cH:15]2>>[s:7]1[cH:8][c:9]([CH:16]=[O:17])[c:10]2[c:11]1[cH:12][cH:13][cH:14][cH:15]2. The reactants are S(=O)(=O)(OC)OC (Dimethyl sulfate), IC=1C=C(C=CC1)N1NC=2[C@@]3(CC[C@H](C2C1=O)C3(C)C)C ((4S,7R)-2-(3-iodo-phenyl)-7,8,8-trimethyl-1,2,4,5,6,7-hexahydro-4,7-methano-indazol-3-one), IC=1C=C(C=CC1)N1NC=2[C@@]3(CC[C@H](C2C1=O)C3(C)C)C ((4S,7R)-2-(3-iodo-phenyl)-7,8,8-trimethyl-1,2,4,5,6,7-hexahydro-4,7-methano-indazol-3-one), S(=O)(=O)(OC)OC (dimethyl sulfate). The solvent is CO (methanol), [OH-].[Na+] (NaOH), O (water). Reaction conditions: time 8 hour. Yields the product IC=1C=C(C=CC1)N1N(C=2[C@@]3(CC[C@H](C2C1=O)C3(C)C)C)C ((4S,7R)-2-(3-iodo-phenyl)-1,7,8,8-tetramethyl-1,2,4,5,6,7-hexahydro-4,7-methano-indazol-3-one). Isolated yield 37.0%. Reaction SMILES: S(OC)(O[CH3:5])(=O)=O.[I:8][C:9]1[CH:10]=[C:11]([N:15]2[C:23](=[O:24])[C:22]3[C@@H:21]4[C:25]([CH3:27])([CH3:26])[C@@:18]([CH3:28])([CH2:19][CH2:20]4)[C:17]=3[NH:16]2)[CH:12]=[CH:13][CH:14]=1>CO.[OH-].[Na+].O>[I:8][C:9]1[CH:10]=[C:11]([N:15]2[C:23](=[O:24])[C:22]3[C@@H:21]4[C:25]([CH3:27])([CH3:26])[C@@:18]([CH3:28])([CH2:19][CH2:20]4)[C:17]=3[N:16]2[CH3:5])[CH:12]=[CH:13][CH:14]=1 |f:3.4|. Procedure: Dimethyl sulfate (0.6 mL, 6.3 mmol) was added to a mixture of (4S,7R)-2-(3-iodo-phenyl)-7,8,8-trimethyl-1,2,4,5,6,7-hexahydro-4,7-methano-indazol-3-one (Intermediate 18; 1.62 g, 4.1 mmol) in methanol (10 mL) and 1 M NaOH (20 mL). The mixture was stirred at room temperature overnight and then further portions of dimethyl sulfate (0.6 mL, 6.3 mmol) were added immediately, after 2 h, and after 5 h. The mixture was stirred at room temperature over the weekend, and it was then diluted with water and ... As a reaction SMILES: [CH3:43][CH2:44][CH2:45][CH2:46][CH3:47].[CH:32]([Si:33]([Cl:34])([CH:35]([CH3:36])[CH3:37])[CH:38]([CH3:39])[CH3:40])([CH3:41])[CH3:42].[H-:21].[I:1][c:2]1[cH:3][n:4]([Si:11]([CH:12]([CH3:13])[CH3:14])([CH:15]([CH3:16])[CH3:17])[CH:18]([CH3:19])[CH3:20])[c:5]([C:7](=[O:8])[O:9][CH3:10])[cH:6]1.[Na+:22].[O:48]1[CH2:49][CH2:50][CH2:51][CH2:52]1.[nH:23]1[cH:24][cH:25][cH:26][c:27]1[C:28]([O:29][CH3:30])=[O:31]>>[cH:2]1[cH:3][n:4]([Si:11]([CH:12]([CH3:13])[CH3:14])([CH:15]([CH3:16])[CH3:17])[CH:18]([CH3:19])[CH3:20])[c:5]([C:7](=[O:8])[O:9][CH3:10])[cH:6]1. The reactants are CCCCC, CC(C)[Si](Cl)(C(C)C)C(C)C, [H-], COC(=O)c1cc(I)cn1[Si](C(C)C)(C(C)C)C(C)C, [Na+], C1CCOC1, COC(=O)c1ccc[nH]1. The product is COC(=O)c1cccn1[Si](C(C)C)(C(C)C)C(C)C. The reactants are B, COc1cc2nccc(Oc3cc(C)c(NC(=O)CCOc4ccccc4C)cc3C)c2cc1OC, Cl, [Na+], C1CCOC1, C1CCOC1, [OH-]. The product is COc1cc2nccc(Oc3cc(C)c(NCCCOc4ccccc4C)cc3C)c2cc1OC. As a reaction SMILES: [BH3:42].[CH3:1][O:2][c:3]1[cH:4][c:5]2[c:6]([O:15][c:16]3[cH:17][c:18]([CH3:36])[c:19]([NH:23][C:24]([CH2:25][CH2:26][O:27][c:28]4[c:29]([CH3:34])[cH:30][cH:31][cH:32][cH:33]4)=[O:35])[cH:20][c:21]3[CH3:22])[cH:7][cH:8][n:9][c:10]2[cH:11][c:12]1[O:13][CH3:14].[ClH:43].[Na+:45].[O:37]1[CH2:38][CH2:39][CH2:40][CH2:41]1.[O:46]1[CH2:47][CH2:48][CH2:49][CH2:50]1.[OH-:44]>>[CH3:1][O:2][c:3]1[cH:4][c:5]2[c:6]([O:15][c:16]3[cH:17][c:18]([CH3:36])[c:19]([NH:23][CH2:24][CH2:25][CH2:26][O:27][c:28]4[c:29]([CH3:34])[cH:30][cH:31][cH:32][cH:33]4)[cH:20][c:21]3[CH3:22])[cH:7][cH:8][n:9][c:10]2[cH:11][c:12]1[O:13][CH3:14]. Procedure details: An exemplary formulation was prepared containing trimethylolpropane tri(3-mercaptopropionate) (47%), 1,5-bismaleimido-2 methyl pentane (compound C-2; 24%), 1,6-bismaleimido-trimethyl hexane (compound C-1; 28%), Ancamine 2337S (1%). The formulation was oven-cured at 80° C. for 30 minutes. The die shear data obtained are summarized in Table 2, below. Reaction SMILES: [SH:1][CH2:2][CH2:3][C:4]([OH:6])=[O:5].[SH:7][CH2:8][CH2:9][C:10]([OH:12])=[O:11].[SH:13][CH2:14][CH2:15][C:16]([OH:18])=[O:17].[CH2:19]([C:21]([CH2:26][OH:27])([CH2:24][OH:25])[CH2:22][CH3:23])[OH:20].[C:28]1(=[O:47])[N:32]([CH2:33][CH:34]([CH3:45])[CH2:35][CH2:36][CH2:37][N:38]2[C:42](=[O:43])[CH:41]=[CH:40][C:39]2=[O:44])[C:31](=[O:46])[CH:30]=[CH:29]1.[C:48]1(=[O:70])[N:52]([C:53]([CH3:68])([CH3:67])[CH:54]([CH3:66])[CH2:55][CH2:56][CH2:57][CH2:58][N:59]2[C:63](=[O:64])[CH:62]=[CH:61][C:60]2=[O:65])[C:51](=[O:69])[CH:50]=[CH:49]1>>[SH:1][CH2:2][CH2:3][C:4]([OH:6])=[O:5].[SH:7][CH2:8][CH2:9][C:10]([OH:12])=[O:11].[SH:13][CH2:14][CH2:15][C:16]([OH:18])=[O:17].[CH2:19]([C:21]([CH2:26][OH:27])([CH2:24][OH:25])[CH2:22][CH3:23])[OH:20].[C:31]1(=[O:46])[N:32]([CH2:33][CH:34]([CH3:45])[CH2:35][CH2:36][CH2:37][N:38]2[C:39](=[O:44])[CH:40]=[CH:41][C:42]2=[O:43])[C:28](=[O:47])[CH:29]=[CH:30]1.[C:51]1(=[O:69])[N:52]([C:53]([CH3:67])([CH3:68])[CH:54]([CH3:66])[CH2:55][CH2:56][CH2:57][CH2:58][N:59]2[C:60](=[O:65])[CH:61]=[CH:62][C:63]2=[O:64])[C:48](=[O:70])[CH:49]=[CH:50]1 |f:0.1.2.3,6.7.8.9.10.11|. Product: SCCC(=O)O.SCCC(=O)O.SCCC(=O)O.C(O)C(CC)(CO)CO.C1(C=CC(N1CC(CCCN1C(C=CC1=O)=O)C)=O)=O.C1(C=CC(N1C(C(CCCCN1C(C=CC1=O)=O)C)(C)C)=O)=O (Trimethylolpropane Tri(3-Mercaptopropionate) 1,5-Bismaleimido-2 Methyl Pentane 1,6-Bismaleimido-Trimethyl Hexane). The reactants are SCCC(=O)O.SCCC(=O)O.SCCC(=O)O.C(O)C(CC)(CO)CO (trimethylolpropane tri(3-mercaptopropionate)), C1(C=CC(N1CC(CCCN1C(C=CC1=O)=O)C)=O)=O (1,5-bismaleimido-2 methyl pentane), C1(C=CC(N1C(C(CCCCN1C(C=CC1=O)=O)C)(C)C)=O)=O (1,6-bismaleimido-trimethyl hexane), 2337S. Conditions: time 30 minute.